From a dataset of the Open Reaction Database (ORD), a public repository of structured organic reaction records. describe an organic reaction: reactants, conditions, products, and yield The reactants are C1=CC=CC=C1C(=O)OO (perbenzoic acid), O(C1=CC=CC=C1)C=CCC1=CC=CC=C1 (o-phenoxyallylbenzene), C(C1=CC=CC=C1)(=O)OOC(C1=CC=CC=C1)=O (benzoyl peroxide). Solvent: C(Cl)(Cl)Cl (chloroform). Conditions: time 4 day. The product is O(C1=CC=CC=C1)C=CCC12C(C=CC=C1)O2 (o-phenoxyallylbenzene oxide). Yield: 58.0%. Reaction SMILES: [O:1]([CH:8]=[CH:9][CH2:10][C:11]1[CH:16]=[CH:15][CH:14]=[CH:13][CH:12]=1)[C:2]1[CH:7]=[CH:6][CH:5]=[CH:4][CH:3]=1.C1C(C(OO)=[O:24])=CC=CC=1.C(OOC(=O)C1C=CC=CC=1)(=O)C1C=CC=CC=1>C(Cl)(Cl)Cl>[O:1]([CH:8]=[CH:9][CH2:10][C:11]12[O:24][CH:16]1[CH:15]=[CH:14][CH:13]=[CH:12]2)[C:2]1[CH:7]=[CH:6][CH:5]=[CH:4][CH:3]=1. Procedure details: 5.8 g of o-phenoxyallylbenzene was added to 70 ml of chloroform solution containing perbenzoic acid prepared from 17 g of benzoyl peroxide and the mixture was allowed to stand at about 5° C for 4 days. The resulting mixture was washed with sodium hydroxide solution, Mohr's salt solution, then water and dried on anhydrous sodium sulfate. The solvent was evaporated and the concentrated was chromatographed over a silica gel, eluted with benzene, there was obtained 3.6 g (yield 58%) of o-phenoxyally...